From a dataset of the Open Reaction Database (ORD), a public repository of structured organic reaction records. describe an organic reaction: reactants, conditions, products, and yield Reactants: C1(CCCCC1)NC(ON=C(C)C)=NC1CCCCC1 (1,3-dicyclohexyl-O—(N-isopropylideneamino)-isourea), C(C)(=O)OC(C)=O (acetic anhydride). Reagents/catalysts: CN(C1=CC=NC=C1)C (4-dimethylaminopyridine). The solvent is N1=CC=CC=C1 (pyridine). Reaction conditions: time 2 hour. Yields the product C(C)(=O)N(C(ON=C(C)C)=NC1CCCCC1)C1CCCCC1 (1-Acetyl-1,3-dicyclohexyl-O—(N-isopropylideneamino)-isourea). Isolated yield 69.0%. RXN SMILES: [CH:1]1([NH:7][C:8](=[N:14][CH:15]2[CH2:20][CH2:19][CH2:18][CH2:17][CH2:16]2)[O:9][N:10]=[C:11]([CH3:13])[CH3:12])[CH2:6][CH2:5][CH2:4][CH2:3][CH2:2]1.[C:21](OC(=O)C)(=[O:23])[CH3:22]>CN(C)C1C=CN=CC=1.N1C=CC=CC=1>[C:21]([N:14]([CH:15]1[CH2:16][CH2:17][CH2:18][CH2:19][CH2:20]1)[C:8](=[N:7][CH:1]1[CH2:2][CH2:3][CH2:4][CH2:5][CH2:6]1)[O:9][N:10]=[C:11]([CH3:13])[CH3:12])(=[O:23])[CH3:22]. Procedure details: To a solution of 1,3-dicyclohexyl-O—(N-isopropylideneamino)-isourea (Cmpd. 3) (16.7 g, 60 mmol) and 4-dimethylaminopyridine (180 mg) in pyridine (40 ml) is added acetic anhydride (8.9 ml, 90 mmol). The mixture is stirred 2 h and then evaporated under reduced pressure. The residue is diluted with hexane (150 ml), washed with water (5×20 ml), dried over MgSO4 and evaporated. The solid residue is recrystallized from hexane to afford 13.3 g of the title compound as white crystals, mp 74-78° C. Reactants: C(Cl)Cl (DCM), OC1=C(C=O)C=CC(=C1)OC (2-hydroxy-4-methoxybenzaldehyde), IC(C)C (2-iodopropane), C(=O)([O-])[O-].[K+].[K+] (K2CO3). Run in CN(C)C=O (DMF). Run at temperature 45 celsius, time 18 hour. The product is C(C)(C)OC1=C(C=O)C=CC(=C1)OC (2-isopropoxy-4-methoxybenzaldehyde). RXN SMILES: [OH:1][C:2]1[CH:9]=[C:8]([O:10][CH3:11])[CH:7]=[CH:6][C:3]=1[CH:4]=[O:5].I[CH:13]([CH3:15])[CH3:14].C([O-])([O-])=O.[K+].[K+].C(Cl)Cl>CN(C=O)C>[CH:13]([O:1][C:2]1[CH:9]=[C:8]([O:10][CH3:11])[CH:7]=[CH:6][C:3]=1[CH:4]=[O:5])([CH3:15])[CH3:14] |f:2.3.4|. Procedure details: To the solution of 2-hydroxy-4-methoxybenzaldehyde 10 (6.6 mmol, 1 equiv.) and 2-iodopropane (7.23 mmol, 1.1 equiv.) in 7 mL of DMF was added K2CO3 (26.3 mmol, 4 equiv.). The reaction was stirred at 45° C. for 18 h. Next day, added DCM 5 mL, filtered off solid, and washed solid with DCM twice. The filtrate was washed by water. And then organic layer was dried over MgSO4, and concentrated. The remaining residues was purified by Biotage SP1:0-20% EtOAc in hexane over 7 CV, 20% EtOAc in hexane over...